From a dataset of the Open Reaction Database (ORD), a public repository of structured organic reaction records. describe an organic reaction: reactants, conditions, products, and yield The reactants are C(C)OC(=O)N1CC(C(CC1)=O)Br (3-bromo-4-oxo-1-piperidinecarboxylic acid ethyl ester), C(\C=C\C1=CC=CC=C1)(=O)N (trans-cinnamamide). Reaction conditions: temperature 125 celsius, time 60 hour. The product is C(C)OC(=O)N1CC2=C(CC1)N=C(O2)\C=C\C2=CC=CC=C2 (6,7-dihydro-2-[(E)-2-phenylethenyl]-oxazolo[5,4-c]pyridine-5(4H)-carboxylic acid ethyl ester). Isolated yield 26.7%. Reaction SMILES: [CH2:1]([O:3][C:4]([N:6]1[CH2:11][CH2:10][C:9](=O)[CH:8](Br)[CH2:7]1)=[O:5])[CH3:2].[C:14]([NH2:24])(=[O:23])/[CH:15]=[CH:16]/[C:17]1[CH:22]=[CH:21][CH:20]=[CH:19][CH:18]=1>>[CH2:1]([O:3][C:4]([N:6]1[CH2:11][CH2:10][C:9]2[N:24]=[C:14](/[CH:15]=[CH:16]/[C:17]3[CH:22]=[CH:21][CH:20]=[CH:19][CH:18]=3)[O:23][C:8]=2[CH2:7]1)=[O:5])[CH3:2]. Procedure: A mixture of 3-bromo-4-oxo-1-piperidinecarboxylic acid ethyl ester (13.5 g, 26.99 mmol) and trans-cinnamamide (3.0 g, 20.7 mmol) was supported in silica gel (48 g) and mechanically stirred at 125° C. for 60 hours. The product was eluted from the silica gel with a 7M solution of ammonia in MeOH (3×140 mL). The filtrate was evaporated in vacuo and the crude product was basified with a saturated solution of NaHCO3 and extracted with DCM. The organic layer was separated, dried (Na2SO4), filtered and... The reactants are CCN(C(C)C)C(C)C (DIEA), C1(=CC=CC2=CC=CC=C12)C(C)N (1-naphthalen-1-yl-ethylamine), ClCC1=CC=C(C(=O)NCCCCCCCCCCCC)C=C1 (4-chloromethyl-N-dodecyl-benzamide). The reagents and catalysts are [I-].C(CCC)[N+](CCCC)(CCCC)CCCC (tetrabutyl-ammonium iodide). Run in CN1CCCC1=O (NMP), CN1CCCC1=O (NMP). Reaction conditions: temperature 80 celsius, time 14 hour. The product is C(CCCCCCCCCCC)NC(C1=CC=C(C=C1)CNC(C)C1=CC=CC2=CC=CC=C12)=O (N-dodecyl-4-({[1-(1-naphthyl)ethyl]amino}-methyl)benzamide). RXN SMILES: Cl[CH2:2][C:3]1[CH:23]=[CH:22][C:6]([C:7]([NH:9][CH2:10][CH2:11][CH2:12][CH2:13][CH2:14][CH2:15][CH2:16][CH2:17][CH2:18][CH2:19][CH2:20][CH3:21])=[O:8])=[CH:5][CH:4]=1.CCN(C(C)C)C(C)C.[C:33]1([CH:43]([NH2:45])[CH3:44])[C:42]2[C:37](=[CH:38][CH:39]=[CH:40][CH:41]=2)[CH:36]=[CH:35][CH:34]=1>CN1C(=O)CCC1.[I-].C([N+](CCCC)(CCCC)CCCC)CCC>[CH2:10]([NH:9][C:7](=[O:8])[C:6]1[CH:22]=[CH:23][C:3]([CH2:2][NH:45][CH:43]([C:33]2[C:42]3[C:37](=[CH:38][CH:39]=[CH:40][CH:41]=3)[CH:36]=[CH:35][CH:34]=2)[CH3:44])=[CH:4][CH:5]=1)[CH2:11][CH2:12][CH2:13][CH2:14][CH2:15][CH2:16][CH2:17][CH2:18][CH2:19][CH2:20][CH3:21] |f:4.5|. Procedure details: The resin-bound 4-chloromethyl-N-dodecyl-benzamide (described in step b, 0.0426 mmol) was swelled in NMP (0.25 mL) for 15 min at rt. DIEA (33 mg, 0.256 mmol), tetrabutyl-ammonium iodide (94.4 mg, 0.256 mmol) and 1-naphthalen-1-yl-ethylamine (44 mg, 0.256 mmol) dissolved in NMP (0.75 mL) were added and the reaction mixture was shaken 14 h at 80° C. The resin was washed successively with THF (1×15 min), MeOH (1×15 min), THF (1×15 min), MeOH (3×10 min), DMF (3×10 min), MeOH (1×5 min), THF (3×10 min... Reactants: CO (CH3OH), vinyl L-menthoxyacetate, C(C)=O (acetaldehyde), CC1CCC(C(C1)OCC(=O)Cl)C(C)C (L-menthoxyacetyl chloride). Reagents/catalysts: Cl[Pd]([P](C1=CC=CC=C1)(C2=CC=CC=C2)C3=CC=CC=C3)([P](C4=CC=CC=C4)(C5=CC=CC=C5)C6=CC=CC=C6)Cl ((PPh3)2PdCl2), N1=CC=CC=C1 (pyridine). Solvent: C1CCOC1 (THF). Conditions: temperature 100 celsius, time 24 hour. Yields the product L- and D-lactic acid, CC1CCC(C(C1)OCC(=O)O)C(C)C (L-menthoxyacetic acid). RXN SMILES: C(=[O:3])C.[CH3:4][CH:5]1[CH2:10][CH:9]([O:11][CH2:12][C:13](Cl)=[O:14])[CH:8]([CH:16]([CH3:18])[CH3:17])[CH2:7][CH2:6]1.CO>N1C=CC=CC=1.Cl[Pd](Cl)([P](C1C=CC=CC=1)(C1C=CC=CC=1)C1C=CC=CC=1)[P](C1C=CC=CC=1)(C1C=CC=CC=1)C1C=CC=CC=1.C1COCC1>[CH3:4][CH:5]1[CH2:10][CH:9]([O:11][CH2:12][C:13]([OH:3])=[O:14])[CH:8]([CH:16]([CH3:18])[CH3:17])[CH2:7][CH2:6]1 |^1:29,48|. Procedure: Vinyl L-menthoxyacetate is prepared from acetaldehyde, L-menthoxyacetyl chloride, and pyridine catalyst. A 70 mL stainless steel high pressure reactor fitted with a Pyrex glass liner and magnetic stir bar is charged with THF (5 mL), (PPh3)2PdCl2 (0.05 mmol), CH3OH (0.5 mmol), and vinyl L-menthoxyacetate (0.5 mmol). The reactor is sealed, pressurized to 1000 psig with CO, and stirred for 24 hours at 100° C. The product mixture, isolated after removal of gas from the reactor vessel, contains a dia... Reactants: C1CCCCC1 (cyclohexane), S(=O)(=O)([O-])[O-].[Mg+2] (magnesium sulphate), NC1(CC(CC(C1)C)(C)C)OO (1-amino-3,3,5-trimethylcyclohexyl hydroperoxide). Reagents/catalysts: S(O)(O)(=O)=O (sulphuric acid). Run in C(C)O (ethanol). Conditions: time 10 minute. The product is C1(CCCCC1)=O (cyclohexanone), CC1CC(=O)CC(C1)(C)C (dihydroisophorone). As a reaction SMILES: C1CCCCC1.N[C:8]1([O:17]O)[CH2:13][CH:12]([CH3:14])[CH2:11][C:10]([CH3:16])([CH3:15])[CH2:9]1.S([O-])([O-])(=O)=O.[Mg+2]>S(=O)(=O)(O)O.C(O)C>[C:8]1(=[O:17])[CH2:13][CH2:12][CH2:11][CH2:10][CH2:9]1.[CH3:14][CH:12]1[CH2:11][C:10]([CH3:16])([CH3:15])[CH2:9][C:8](=[O:17])[CH2:13]1 |f:2.3|. Reported procedure: To a stirred mixture of cyclohexane (19.6 g.) and ethanol (50 c.c.), kept at or below 0°C, was added 1-amino-3,3,5-trimethylcyclohexyl hydroperoxide (17.3 g., 78% pure); solution was complete in ca. 10 min. To the solution was added conc. sulphuric acid (3 drops) and magnesium sulphate and the mixture was stored at 0°C for 3 days. The solid was filtered off, the filtrate washed with water, dried and distilled, to give cyclohexanone, dihydroisophorone and a fraction (11.5 g.), b.p. 90° - 100°C at... The reactants are Cl.N1=CC=C(C=C1)N1CCC(CC1)C(=O)Cl (1-(4-pyridyl)piperidine-4-carbonyl chloride hydrochloride salt), Cl.NCCNC(CNS(=O)(=O)C1=CC2=CC=CC=C2C=C1)=O (N-(2-aminoethyl)-2-(2-naphthalenesulphonamido)acetamide hydrochloride salt). Procedure: Using an analogous procedure to that described in Example 1, 1-(4-pyridyl)piperidine-4-carbonyl chloride hydrochloride salt was reacted with N-(2-aminoethyl)-2-(2-naphthalenesulphonamido)acetamide hydrochloride salt to give 2-(2-naphthalenesulphonamido)-N-{2-[1-(4-pyridyl)piperidin-4-ylcarbonylamino]ethyl}acetamide in 49% yield, m.p. 107-109° C.; Isolated yield 49.0%. Yields the product C1=C(C=CC2=CC=CC=C12)S(=O)(=O)NCC(=O)NCCNC(=O)C1CCN(CC1)C1=CC=NC=C1 (2-(2-naphthalenesulphonamido)-N-{2-[1-(4-pyridyl)piperidin-4-ylcarbonylamino]ethyl}acetamide). Reaction SMILES: Cl.[N:2]1[CH:7]=[CH:6][C:5]([N:8]2[CH2:13][CH2:12][CH:11]([C:14](Cl)=[O:15])[CH2:10][CH2:9]2)=[CH:4][CH:3]=1.Cl.[NH2:18][CH2:19][CH2:20][NH:21][C:22](=[O:38])[CH2:23][NH:24][S:25]([C:28]1[CH:37]=[CH:36][C:35]2[C:30](=[CH:31][CH:32]=[CH:33][CH:34]=2)[CH:29]=1)(=[O:27])=[O:26]>>[CH:29]1[C:30]2[C:35](=[CH:34][CH:33]=[CH:32][CH:31]=2)[CH:36]=[CH:37][C:28]=1[S:25]([NH:24][CH2:23][C:22]([NH:21][CH2:20][CH2:19][NH:18][C:14]([CH:11]1[CH2:12][CH2:13][N:8]([C:5]2[CH:6]=[CH:7][N:2]=[CH:3][CH:4]=2)[CH2:9][CH2:10]1)=[O:15])=[O:38])(=[O:27])=[O:26] |f:0.1,2.3|. The reactants are CO, C1CCOC1, O=[Pt], COC(=O)CCc1ccc(OCc2cccc(C=Cc3ccccc3)c2)cc1. Yields the product COC(=O)CCc1ccc(OCc2cccc(CCc3ccccc3)c2)cc1. RXN SMILES: [CH3:29][OH:30].[O:31]1[CH2:32][CH2:33][CH2:34][CH2:35]1.[Pt:36]=[O:37].[c:1]1([CH:7]=[CH:8][c:9]2[cH:10][c:11]([CH2:15][O:16][c:17]3[cH:18][cH:19][c:20]([CH2:23][CH2:24][C:25](=[O:26])[O:27][CH3:28])[cH:21][cH:22]3)[cH:12][cH:13][cH:14]2)[cH:2][cH:3][cH:4][cH:5][cH:6]1>>[c:1]1([CH2:7][CH2:8][c:9]2[cH:10][c:11]([CH2:15][O:16][c:17]3[cH:18][cH:19][c:20]([CH2:23][CH2:24][C:25](=[O:26])[O:27][CH3:28])[cH:21][cH:22]3)[cH:12][cH:13][cH:14]2)[cH:2][cH:3][cH:4][cH:5][cH:6]1. Starting materials: ClC=1C2=C(N=CN1)NC(=C2)C2=CC=C(C=C2)[N+](=O)[O-] (4-chloro-6-(4-nitro-phenyl)-7H-pyrrolo-[2,3-d]pyrimidine), N1CCC2=CC=CC=C12 (2,3-dihydroindole). Run in C(CCC)O (n-butanol). Conditions: time 15 minute. The product is N1(CCC2=CC=CC=C12)C=1C2=C(N=CN1)NC(=C2)C2=CC=C(C=C2)[N+](=O)[O-] (4-(2,3-Dihydroindol-1-yl)-6-(4-nitro-phenyl)-7H-pyrrolo[2,3-d]pyrimidine), rust. As a reaction SMILES: Cl[C:2]1[C:3]2[CH:10]=[C:9]([C:11]3[CH:16]=[CH:15][C:14]([N+:17]([O-:19])=[O:18])=[CH:13][CH:12]=3)[NH:8][C:4]=2[N:5]=[CH:6][N:7]=1.[NH:20]1[C:28]2[C:23](=[CH:24][CH:25]=[CH:26][CH:27]=2)[CH2:22][CH2:21]1>C(O)CCC>[N:20]1([C:2]2[C:3]3[CH:10]=[C:9]([C:11]4[CH:16]=[CH:15][C:14]([N+:17]([O-:19])=[O:18])=[CH:13][CH:12]=4)[NH:8][C:4]=3[N:5]=[CH:6][N:7]=2)[C:28]2[C:23](=[CH:24][CH:25]=[CH:26][CH:27]=2)[CH2:22][CH2:21]1. Procedure details: Under a nitrogen atmosphere, 0.5 g (1.82 mmol) of 4-chloro-6-(4-nitro-phenyl)-7H-pyrrolo-[2,3-d]pyrimidine and 0.43 ml (2.1 equivalents) of 2,3-dihydroindole in 10 ml of abs. n-butanol are heated at reflux for 1.5 hours until the starting material is no longer present in TLC, the desired product precipitating out and being filtered off. The brown crude product is stirred thoroughly in about 20 ml of 1N NaOH for about 15 minutes, and the suspension is filtered with suction and the residue is wash...